Dataset: the Open Reaction Database (ORD), a public repository of structured organic reaction records. Task: describe an organic reaction: reactants, conditions, products, and yield The product is FC1=C(C=CC2=C1NC(CO2)=O)F (5,6-Difluoro-4H-benzo[1,4]oxazin-3-one). As a reaction SMILES: [NH2:1][C:2]1[C:7]([F:8])=[C:6]([F:9])[CH:5]=[CH:4][C:3]=1[OH:10].Cl[CH2:12][C:13](Cl)=[O:14].C([O-])([O-])=O.[K+].[K+]>>[F:8][C:7]1[C:2]2[NH:1][C:13](=[O:14])[CH2:12][O:10][C:3]=2[CH:4]=[CH:5][C:6]=1[F:9] |f:2.3.4|. The reactants are NC1=C(C=CC(=C1F)F)O (2-amino-3,4-difluorophenol), ClCC(=O)Cl (2-chloroacetyl chloride), C(=O)([O-])[O-].[K+].[K+] (K2CO3). Procedure: A crude of 2-amino-3,4-difluorophenol (0.68 g, 4.7 mmol), 2-chloroacetyl chloride (0.58 g, 5.2 mmol) and K2CO3 (1.36 g, 9.9 mmol) were mixed according to GP1. Purified by prep RP-HPLC to give the title compound (0.127 g, 14.5%). Rf=0.63 (heptanes/EtOAc 1:1). 1H NMR (CDCl3) δ 6.69-6.57 (m, 2H), 4.47 (s, 2H); 13C NMR (CDCl3) δ 165.0, 146.2 (dd, J=241.8 Hz, J=10.4 Hz), 140.3 (t, J=2.32 Hz), 138.7 (dd, J=247.2 Hz, J=17.3 Hz), 67.1 (t, J=2.7 Hz). Isolated yield 14.6%. Reactants: CC(C)(C)OC(=O)NC1(c2ccc(I)cn2)CC1, C1COCCO1, CCOC(C)=O, [Cu]I, [K+], [K+], [K+], NC(=O)C1CC1, O=P([O-])([O-])[O-]. Product: CC(C)(C)OC(=O)NC1(c2ccc(NC(=O)C3CC3)cn2)CC1. RXN SMILES: [C:1]([CH3:2])([CH3:3])([CH3:4])[O:5][C:6]([NH:7][C:8]1([c:11]2[n:12][cH:13][c:14]([I:17])[cH:15][cH:16]2)[CH2:9][CH2:10]1)=[O:18].[CH2:33]1[O:34][CH2:35][CH2:36][O:37][CH2:38]1.[CH3:39][CH2:40][O:41][C:42]([CH3:43])=[O:44].[Cu:45][I:46].[K+:30].[K+:31].[K+:32].[NH2:19][C:20](=[O:21])[CH:22]1[CH2:23][CH2:24]1.[P:25]([O-:26])([O-:27])([O-:28])=[O:29]>>[C:1]([CH3:2])([CH3:3])([CH3:4])[O:5][C:6]([NH:7][C:8]1([c:11]2[n:12][cH:13][c:14]([NH:19][C:20](=[O:21])[CH:22]3[CH2:23][CH2:24]3)[cH:15][cH:16]2)[CH2:9][CH2:10]1)=[O:18]. Reactants: CC(C)(C)OC(=O)CCl, NCc1ccccc1, [Na+], [OH-], c1ccccc1. Product: CC(C)(C)OC(=O)CNCc1ccccc1. As a reaction SMILES: [Cl:9][CH2:10][C:11](=[O:12])[O:13][C:14]([CH3:15])([CH3:16])[CH3:17].[NH2:1][CH2:2][c:3]1[cH:4][cH:5][cH:6][cH:7][cH:8]1.[Na+:25].[OH-:24].[cH:18]1[cH:19][cH:20][cH:21][cH:22][cH:23]1>>[NH:1]([CH2:2][c:3]1[cH:4][cH:5][cH:6][cH:7][cH:8]1)[CH2:10][C:11](=[O:12])[O:13][C:14]([CH3:15])([CH3:16])[CH3:17]. The reactants are C1CCNC1, O=C(O)c1cnoc1-c1ccccc1. Yields the product O=C(c1cnoc1-c1ccccc1)N1CCCC1. As a reaction SMILES: [CH2:15]1[CH2:16][CH2:17][NH:18][CH2:19]1.[c:1]1(-[c:7]2[c:8]([C:12](=[O:13])[OH:14])[cH:9][n:10][o:11]2)[cH:2][cH:3][cH:4][cH:5][cH:6]1>>[c:1]1(-[c:7]2[c:8]([C:12](=[O:14])[N:18]3[CH2:17][CH2:16][CH2:15][CH2:19]3)[cH:9][n:10][o:11]2)[cH:2][cH:3][cH:4][cH:5][cH:6]1.